Dataset: the Open Reaction Database (ORD), a public repository of structured organic reaction records. Task: describe an organic reaction: reactants, conditions, products, and yield Reactants: [OH-].[Na+] (sodium hydroxide), FC=1C=C2CC(NC2=CC1NC(=O)C(C)(C)OC(C)=O)=O (acetic acid 1-(5-fluoro-2-oxo-2,3-dihydro-1H-indol-6-ylcarbamoyl)-1-methyl-ethyl ester), Cl (hydrochloric acid). Run in CO (methanol). Yields the product FC=1C=C2CC(NC2=CC1NC(C(C)(C)O)=O)=O (N-(5-fluoro-2-oxo-2,3-dihydro-1H-indol-6-yl)-2-hydroxy-2-methyl-propionamide). Yield: 51.7%. RXN SMILES: [F:1][C:2]1[CH:3]=[C:4]2[C:8](=[CH:9][C:10]=1[NH:11][C:12]([C:14]([O:17]C(=O)C)([CH3:16])[CH3:15])=[O:13])[NH:7][C:6](=[O:21])[CH2:5]2.[OH-].[Na+].Cl>CO>[F:1][C:2]1[CH:3]=[C:4]2[C:8](=[CH:9][C:10]=1[NH:11][C:12](=[O:13])[C:14]([OH:17])([CH3:16])[CH3:15])[NH:7][C:6](=[O:21])[CH2:5]2 |f:1.2|. Reported procedure: Acetic acid 1-(5-fluoro-2-oxo-2,3-dihydro-1H-indol-6-ylcarbamoyl)-1-methyl-ethyl ester 11a (2.035 mg, 6.9 mmol) was dissolved in 20 mL of methanol under stirring at room temperature, and 20 mL of sodium hydroxide solution (0.7 M) was then added to the solution. The reaction solution was stirred for 4 hours. The reaction was completed until TLC showed the disappearance of starting materials, and the above solution was neutralized with hydrochloric acid (1 M) and the solvent was evaporated under r... Yields the product Clc1ccc(-c2ccc(OCCCBr)cc2)cc1. Reactants: BrCCCBr, C[O-], CO, Oc1ccc(-c2ccc(Cl)cc2)cc1, [Na+], [Na]. As a reaction SMILES: [Br:19][CH2:20][CH2:21][CH2:22][Br:23].[CH3:1][O-:2].[CH3:24][OH:25].[Cl:5][c:6]1[cH:7][cH:8][c:9](-[c:12]2[cH:13][cH:14][c:15]([OH:18])[cH:16][cH:17]2)[cH:10][cH:11]1.[Na+:3].[Na:4]>>[Cl:5][c:6]1[cH:7][cH:8][c:9](-[c:12]2[cH:13][cH:14][c:15]([O:18][CH2:22][CH2:21][CH2:20][Br:19])[cH:16][cH:17]2)[cH:10][cH:11]1. Starting materials: N12CCCCCC2=NCCC1 (1,8-diazabicyclo(5.4.0)undec-7-ene), BrC1=NN(C2=C(C=C(C=C12)Cl)C(C)O)COCC[Si](C)(C)C ((±)-1-(3-Bromo-5-chloro-1-((2-(trimethylsilyl)ethoxy)methyl)-1H-indazol-7-yl)ethanol), ClC(C#N)(Cl)Cl (trichloroacetonitrile). Solvent: C(Cl)Cl (methylene chloride). Conditions: temperature 0 celsius, time 10 minute. Product: ClC(C(OC(C)C=1C=C(C=C2C(=NN(C12)COCC[Si](C)(C)C)Br)Cl)=N)(Cl)Cl ((±)-1-(3-Bromo-5-chloro-1-((2-(trimethylsilyl)ethoxy)methyl)-1H-indazol-7-yl)ethyl 2,2,2-trichloroacetimidate). As a reaction SMILES: [Br:1][C:2]1[C:10]2[C:5](=[C:6]([CH:12]([OH:14])[CH3:13])[CH:7]=[C:8]([Cl:11])[CH:9]=2)[N:4]([CH2:15][O:16][CH2:17][CH2:18][Si:19]([CH3:22])([CH3:21])[CH3:20])[N:3]=1.N12CCCN=C1CCCCC2.[Cl:34][C:35]([Cl:39])([Cl:38])[C:36]#[N:37]>C(Cl)Cl>[Cl:34][C:35]([Cl:39])([Cl:38])[C:36](=[NH:37])[O:14][CH:12]([C:6]1[CH:7]=[C:8]([Cl:11])[CH:9]=[C:10]2[C:5]=1[N:4]([CH2:15][O:16][CH2:17][CH2:18][Si:19]([CH3:21])([CH3:20])[CH3:22])[N:3]=[C:2]2[Br:1])[CH3:13]. Procedure details: (±)-1-(3-Bromo-5-chloro-1-((2-(trimethylsilyl)ethoxy)methyl)-1H-indazol-7-yl)ethanol (1.29 g, 3.18 mmol) was dissolved in methylene chloride (10 mL), cooled to 0° C. and treated with 1,8-diazabicyclo(5.4.0)undec-7-ene (96 μL, 0.64 mmol). The reaction was stirred for 10 min and treated with trichloroacetonitrile (3.19 mL, 31.8 mmol) dropwise over 10 min. The ice bath was removed and the reaction stirred at room temperature for 1 h and concentrated. Flash chromatography on silica gel (5% ethyl ace... Reactants: O[Li].O (LiOH.H2O), 5a—Trifluoroacetic anhydride, OO (H2O2), FC(C(=O)OO)(F)F (trifluoroperacetic acid), BrC=1C(=C(OC=2C=C(C=C(C(=O)NC(C)(C)C)C2)C(=O)NC(C)(C)C)C(=CC1)C=O)F (5-(3-bromo-2-fluoro-6-formyl-phenoxy)-N,N′-di-tert-butyl-isophthalamide), P(=O)([O-])([O-])[O-].[K+].[K+].[K+] (potassium phosphate). Run in O (H2O), C(Cl)Cl (DCM), CCOC(=O)C (EtOAc), C(Cl)Cl (DCM). Reaction conditions: time 2 hour. The product is BrC=1C(=C(OC=2C=C(C=C(C(=O)NC(C)(C)C)C2)C(=O)NC(C)(C)C)C(=CC1)O)F (5-(3-bromo-2-fluoro-6-hydroxy-phenoxy)-N,N′-di-tert-butyl-isophthalamide). Isolated yield 75.0%. As a reaction SMILES: OO.FC(F)(F)C(OO)=[O:6].[Br:11][C:12]1[C:13]([F:41])=[C:14]([C:36](C=O)=[CH:37][CH:38]=1)[O:15][C:16]1[CH:17]=[C:18]([C:29]([NH:31][C:32]([CH3:35])([CH3:34])[CH3:33])=[O:30])[CH:19]=[C:20]([CH:28]=1)[C:21]([NH:23][C:24]([CH3:27])([CH3:26])[CH3:25])=[O:22].P([O-])([O-])([O-])=O.[K+].[K+].[K+].O[Li].O>C(Cl)Cl.O.CCOC(C)=O>[Br:11][C:12]1[C:13]([F:41])=[C:14]([C:36]([OH:6])=[CH:37][CH:38]=1)[O:15][C:16]1[CH:17]=[C:18]([C:29]([NH:31][C:32]([CH3:35])([CH3:33])[CH3:34])=[O:30])[CH:19]=[C:20]([CH:28]=1)[C:21]([NH:23][C:24]([CH3:27])([CH3:25])[CH3:26])=[O:22] |f:3.4.5.6,7.8|. Procedure: step 5a—Trifluoroacetic anhydride (1.3 mL, 12 eq.) and H2O2 (0.24 mL, 2.5 eq.) were combined at 0° C. and stirred for 2 h. The mixture containing trifluoroperacetic acid was added to a mixture of 5-(3-bromo-2-fluoro-6-formyl-phenoxy)-N,N′-di-tert-butyl-isophthalamide from step 4 (0.4 g, 0.81 mmol) and potassium phosphate (2.2 g, 20 eq.) in DCM at 0° C. and the reaction mixture stirred for 5 h. The reaction mixture was diluted with DCM and washed sequentially with sodium bisulfite and brine. The ... Reactants: O (water), P(Br)(Br)Br (Phosphorus tribromide), [N+](=O)([O-])C1=C(CO)C=CC=C1OC1=C(C=CC=C1)Cl (2-nitro-3-(2-chlorophenoxy)benzyl alcohol). Run in C(Cl)Cl (methylene chloride), C(Cl)Cl (methylene chloride). Run at temperature 0 celsius. Yields the product [N+](=O)([O-])C1=C(CBr)C=CC=C1OC1=C(C=CC=C1)Cl (2-nitro-3-(2-chlorophenoxy)benzyl bromide). As a reaction SMILES: P(Br)(Br)[Br:2].[N+:5]([C:8]1[C:15]([O:16][C:17]2[CH:22]=[CH:21][CH:20]=[CH:19][C:18]=2[Cl:23])=[CH:14][CH:13]=[CH:12][C:9]=1[CH2:10]O)([O-:7])=[O:6].O>C(Cl)Cl>[N+:5]([C:8]1[C:15]([O:16][C:17]2[CH:22]=[CH:21][CH:20]=[CH:19][C:18]=2[Cl:23])=[CH:14][CH:13]=[CH:12][C:9]=1[CH2:10][Br:2])([O-:7])=[O:6]. Procedure details: A solution of Phosphorus tribromide (1.72 ml) in methylene chloride (15 ml) was added dropwise to a solution of 2-nitro-3-(2-chlorophenoxy)benzyl alcohol (9.6 g) in methylene chloride (80 ml) at -10° C., and the mixture was stirred at 0° C. for an hour. To the reaction mixture was added water (50 ml), and the methylene chloride layer was separated, washed with aqueous sodium bicarbonate and saline, dried and then evaporated in vacuo. The oily residue was subjected to column chromatography on sil... Starting materials: FC(C)(C(C(C)(C)C)=O)N1N=CN=C1 (2-fluoro-2-(1H-1,2,4-triazol-1-yl)-4,4-dimethyl-3-pentanone), [I-].C[S+](=O)(C)C (trimethylsulfoxonium iodide), potassium tertiary butylate, CS(=O)C (dimethyl sulfoxide). Run in O1CCCC1 (tetrahydrofuran), ice water. Reaction conditions: temperature 80 celsius, time 18 hour. The product is C(C)(C)(C)C1(OC1)C(C)(N1N=CN=C1)F (2-tert.-butyl-2-[1-fluoro-1-(1H-1,2,4-triazol-1-yl)-ethyl]-oxirane). Yield: 46.9%. Reaction SMILES: [F:1][C:2]([N:10]1[CH:14]=[N:13][CH:12]=[N:11]1)([C:4](=[O:9])[C:5]([CH3:8])([CH3:7])[CH3:6])[CH3:3].[I-].[CH3:16][S+](C)(C)=O.CS(C)=O>O1CCCC1>[C:5]([C:4]1([C:2]([F:1])([N:10]2[CH:14]=[N:13][CH:12]=[N:11]2)[CH3:3])[CH2:16][O:9]1)([CH3:8])([CH3:6])[CH3:7] |f:1.2|. Reported procedure: 12.0 g of 2-fluoro-2-(1H-1,2,4-triazol-1-yl)-4,4-dimethyl-3-pentanone are added dropwise to a mixture of 13.2 g of trimethylsulfoxonium iodide, 7.3 g of potassium tertiary butylate, 20 ml of dimethyl sulfoxide and 80 ml of tetrahydrofuran, and the reaction mixture is stirred for 18 hours at 80° C. After cooling, the mixture is taken up in ice water and extracted with ethyl acetate. The combined organic phases are washed with water and saturated sodium chloride solution, dried over sodium sulfate... The reactants are C(C)(=O)N1CCNC2=C(C1)C=C(C=N2)/C=C/C(=O)N(CC=2OC1=C(C2C)C=CC=C1)C ((E)-3-(4-acetyl-2,3,4,5-tetrahydro-1H-pyrido[2,3-e][1,4]diazepin-7-yl)-N-methyl-N-(3-methylbenzofuran-2-ylmethyl)acrylamide), Cl (HCl), solution. Solvent: C(Cl)Cl (CH2Cl2), CCOCC (Et2O), CCOCC (Et2O). Conditions: time 15 minute. The product is Cl.C(C)(=O)N1CCNC2=C(C1)C=C(C=N2)/C=C/C(=O)N(CC=2OC1=C(C2C)C=CC=C1)C ((E)-3-(4-Acetyl-2,3,4,5-tetrahydro-1H-pyrido[2,3-e][1,4]diazepin-7-yl)-N-methyl-N-(3-methylbenzofuran-2-ylmethyl)acrylamide hydrochloride). Yield: 88.0%. RXN SMILES: [C:1]([N:4]1[CH2:10][C:9]2[CH:11]=[C:12](/[CH:15]=[CH:16]/[C:17]([N:19]([CH3:31])[CH2:20][C:21]3[O:22][C:23]4[CH:30]=[CH:29][CH:28]=[CH:27][C:24]=4[C:25]=3[CH3:26])=[O:18])[CH:13]=[N:14][C:8]=2[NH:7][CH2:6][CH2:5]1)(=[O:3])[CH3:2].[ClH:32]>C(Cl)Cl.CCOCC>[ClH:32].[C:1]([N:4]1[CH2:10][C:9]2[CH:11]=[C:12](/[CH:15]=[CH:16]/[C:17]([N:19]([CH3:31])[CH2:20][C:21]3[O:22][C:23]4[CH:30]=[CH:29][CH:28]=[CH:27][C:24]=4[C:25]=3[CH3:26])=[O:18])[CH:13]=[N:14][C:8]=2[NH:7][CH2:6][CH2:5]1)(=[O:3])[CH3:2] |f:4.5|. Procedure details: A solution of (E)-3-(4-acetyl-2,3,4,5-tetrahydro-1H-pyrido[2,3-e][1,4]diazepin-7-yl)-N-methyl-N-(3-methylbenzofuran-2-ylmethyl)acrylamide (89 mg, 0.21 mmol) in CH2Cl2 (4 mL) was treated with anhydrous HCl (0.21 mL of a 1.0 M solution in Et2O, 0.21 mmol). After stirring for 15 min, the mixture was diluted with Et2O (25 mL) and allowed to stir for 2 h. The solid was isolated by filtration, washed with Et2O and dried under vacuum at 50° C. for 3 days to give the title compound (83 mg, 88%) as a whi... The reactants are [OH-].[K+] (KOH), C(C=CC1=CC=CC=C1)Cl (cinnamyl chloride), ClCCNC(=O)NC=1C=NC=CC1 (N-(2-chloroethyl)-N'-(3-pyridyl) urea), [OH-].[K+] (KOH). The solvent is CS(=O)C (dimethyl sulfoxide), O (water). Conditions: time 1.5 hour. The product is C(\C=C\C1=CC=CC=C1)N1C(N(CC1)C=1C=NC=CC1)=O ((E)-1-cinnamyl-3-(3-pyridyl)-2-imidazolidinone). The yield is 78.5%. Reaction SMILES: Cl[CH2:2][CH2:3][NH:4][C:5]([NH:7][C:8]1[CH:9]=[N:10][CH:11]=[CH:12][CH:13]=1)=[O:6].[OH-].[K+].[CH2:16](Cl)[CH:17]=[CH:18][C:19]1[CH:24]=[CH:23][CH:22]=[CH:21][CH:20]=1>CS(C)=O.O>[CH2:16]([N:4]1[CH2:3][CH2:2][N:7]([C:8]2[CH:9]=[N:10][CH:11]=[CH:12][CH:13]=2)[C:5]1=[O:6])/[CH:17]=[CH:18]/[C:19]1[CH:24]=[CH:23][CH:22]=[CH:21][CH:20]=1 |f:1.2|. Reported procedure: To a solution of 20 g of N-(2-chloroethyl)-N'-(3-pyridyl) urea dissolved in 200 ml of dimethyl sulfoxide, 13 g of KOH powder was added under ice-cooling, and the mixture was stirred at room temperature for 1.5 hours. Further, 3.4 g of KOH powder was added and then 16.8 g of cinnamyl chloride (trans-form) was added under ice-cooling and the mixture was stirred for 20 minutes, followed by stirring at room temperature for 30 minutes. The mixture was diluted with 300 ml of water, and extracted with ... The reactants are O=C1c2ccccc2C(=O)N1CCCCCCBr, O=C([O-])[O-], CCOCC, CC#N, Fc1ccc(C2(C3CCNCC3)OCCO2)cc1, [K+], [K+]. Product: O=C1c2ccccc2C(=O)N1CCCCCCN1CCC(C2(c3ccc(F)cc3)OCCO2)CC1. As a reaction SMILES: [Br:19][CH2:20][CH2:21][CH2:22][CH2:23][CH2:24][CH2:25][N:26]1[C:27](=[O:36])[c:28]2[cH:29][cH:30][cH:31][cH:32][c:33]2[C:34]1=[O:35].[C:37](=[O:38])([O-:39])[O-:40].[CH2:46]([O:47][CH2:48][CH3:49])[CH3:50].[CH3:43][C:44]#[N:45].[F:1][c:2]1[cH:3][cH:4][c:5]([C:8]2([CH:13]3[CH2:14][CH2:15][NH:16][CH2:17][CH2:18]3)[O:9][CH2:10][CH2:11][O:12]2)[cH:6][cH:7]1.[K+:41].[K+:42]>>[F:1][c:2]1[cH:3][cH:4][c:5]([C:8]2([CH:13]3[CH2:14][CH2:15][N:16]([CH2:20][CH2:21][CH2:22][CH2:23][CH2:24][CH2:25][N:26]4[C:27](=[O:36])[c:28]5[cH:29][cH:30][cH:31][cH:32][c:33]5[C:34]4=[O:35])[CH2:17][CH2:18]3)[O:9][CH2:10][CH2:11][O:12]2)[cH:6][cH:7]1.